This data is from the Open Reaction Database (ORD), a public repository of structured organic reaction records. The task is: describe an organic reaction: reactants, conditions, products, and yield The reactants are CC(C)(C)OC(=O)N1CCc2cc3c(cc2C1Cc1ccc(Br)cc1)OCO3, O=C([O-])[O-], COc1ccncc1-c1ccc(CC2NCCc3cc4c(cc32)OCO4)cc1, COc1ccncc1B(O)O, CC(C)O, Cl, Cl, [Na+], [Na+], CC(=O)[O-], CC(=O)[O-], [Pd+2], c1ccc(P(c2ccccc2)c2ccccc2)cc1. The product is COc1ccncc1-c1ccc(CC2c3cc4c(cc3CCN2C(=O)OC(C)(C)C)OCO4)cc1. RXN SMILES: [C:31]([CH3:32])([CH3:33])([CH3:34])[O:35][C:36](=[O:37])[N:38]1[CH2:39][CH2:40][c:41]2[cH:42][c:43]3[c:47]([cH:48][c:49]2[CH:50]1[CH2:51][c:52]1[cH:53][cH:54][c:55]([Br:56])[cH:57][cH:58]1)[O:46][CH2:45][O:44]3.[C:89](=[O:90])([O-:91])[O-:92].[CH3:3][O:4][c:5]1[c:6](-[c:11]2[cH:12][cH:13][c:14]([CH2:15][CH:16]3[NH:17][CH2:18][CH2:19][c:20]4[cH:21][c:22]5[c:23]([cH:24][c:25]43)[O:26][CH2:27][O:28]5)[cH:29][cH:30]2)[cH:7][n:8][cH:9][cH:10]1.[CH3:59][O:60][c:61]1[cH:62][cH:63][n:64][cH:65][c:66]1[B:67]([OH:68])[OH:69].[CH3:95][CH:96]([OH:97])[CH3:98].[ClH:1].[ClH:2].[Na+:93].[Na+:94].[O-:100][C:101]([CH3:102])=[O:103].[O-:104][C:105]([CH3:106])=[O:107].[Pd+2:99].[c:70]1([P:71]([c:72]2[cH:73][cH:74][cH:75][cH:76][cH:77]2)[c:78]2[cH:79][cH:80][cH:81][cH:82][cH:83]2)[cH:84][cH:85][cH:86][cH:87][cH:88]1>>[CH3:3][O:4][c:5]1[c:6](-[c:11]2[cH:12][cH:13][c:14]([CH2:15][CH:16]3[N:17]([C:36]([O:35][C:31]([CH3:32])([CH3:33])[CH3:34])=[O:37])[CH2:18][CH2:19][c:20]4[cH:21][c:22]5[c:23]([cH:24][c:25]43)[O:26][CH2:27][O:28]5)[cH:29][cH:30]2)[cH:7][n:8][cH:9][cH:10]1. Reactants: C(C)C1(CC1)S(=O)(=O)NC(OC(C)(C)C)=O (tert-butyl (1-ethyl cyclopropyl)sulfonylcarbamate), Cl (HCl). Procedure details: To tert-butyl (1-ethyl cyclopropyl)sulfonylcarbamate (4.8 g, 19.25 mmol) was added HCl in 1,4-Dioxane (20 ml, 4M solution) at room temperature. The reaction mass was stirred for 3 hr. The reaction mass was evaporated under reduced pressure to get desired compound (2.5 g, 87%) as brown semi solid. 1H NMR (400 MHz, DMSO): δ ppm 6.70 (br, s, 2H), 1.85-1.81 (m, 2H), 1.10-1.08 (m, 2H), 0.95 (t, J=8 Hz, 3H), 0.89-0.87 (m, 2H). Product: C(C)C1(CC1)S(=O)(=O)N (1-ethyl cyclopropane-1-sulfonamide). Solvent: O1CCOCC1 (1,4-Dioxane). Reaction SMILES: [CH2:1]([C:3]1([S:6]([NH:9]C(=O)OC(C)(C)C)(=[O:8])=[O:7])[CH2:5][CH2:4]1)[CH3:2].Cl>O1CCOCC1>[CH2:1]([C:3]1([S:6]([NH2:9])(=[O:8])=[O:7])[CH2:5][CH2:4]1)[CH3:2]. Yield: 87.0%. Reaction conditions: time 3 hour. The reactants are C1COCCO1, Cc1cnc(Cl)nc1-c1cc2ccc(S(=O)(=O)NC(c3ccccc3)c3ccccc3)cc2s1, CCN(C(C)C)C(C)C, CN1CCN(CCCN)CC1. Reaction SMILES: [CH2:55]1[O:56][CH2:57][CH2:58][O:59][CH2:60]1.[CH:1]([c:2]1[cH:3][cH:4][cH:5][cH:6][cH:7]1)([c:8]1[cH:9][cH:10][cH:11][cH:12][cH:13]1)[NH:14][S:15](=[O:16])(=[O:17])[c:18]1[cH:19][cH:20][c:21]2[c:22]([s:23][c:24](-[c:26]3[n:27][c:28]([Cl:33])[n:29][cH:30][c:31]3[CH3:32])[cH:25]2)[cH:34]1.[CH:35]([N:36]([CH:37]([CH3:38])[CH3:39])[CH2:40][CH3:41])([CH3:42])[CH3:43].[NH2:44][CH2:45][CH2:46][CH2:47][N:48]1[CH2:49][CH2:50][N:51]([CH3:54])[CH2:52][CH2:53]1>>[CH:1]([c:2]1[cH:3][cH:4][cH:5][cH:6][cH:7]1)([c:8]1[cH:9][cH:10][cH:11][cH:12][cH:13]1)[NH:14][S:15](=[O:16])(=[O:17])[c:18]1[cH:19][cH:20][c:21]2[c:22]([s:23][c:24](-[c:26]3[n:27][c:28]([NH:44][CH2:45][CH2:46][CH2:47][N:48]4[CH2:49][CH2:50][N:51]([CH3:54])[CH2:52][CH2:53]4)[n:29][cH:30][c:31]3[CH3:32])[cH:25]2)[cH:34]1. Yields the product Cc1cnc(NCCCN2CCN(C)CC2)nc1-c1cc2ccc(S(=O)(=O)NC(c3ccccc3)c3ccccc3)cc2s1. Reactants: O=Cc1cc(Br)cs1, [Mg+]Cc1ccccc1, C1CCOC1, C[Si](C)(C)[N-][Si](C)(C)C, [Cl-], [Li+]. Product: NC(Cc1ccccc1)c1cc(Br)cs1. As a reaction SMILES: [Br:1][c:2]1[cH:3][c:4]([CH:7]=[O:8])[s:5][cH:6]1.[CH2:20]([c:21]1[cH:22][cH:23][cH:24][cH:25][cH:26]1)[Mg+:27].[CH2:28]1[O:29][CH2:30][CH2:31][CH2:32]1.[CH3:10][Si:11]([N-:14][Si:12]([CH3:13])([CH3:15])[CH3:16])([CH3:17])[CH3:18].[Cl-:19].[Li+:9]>>[Br:1][c:2]1[cH:3][c:4]([CH:7]([NH2:14])[CH2:20][c:21]2[cH:22][cH:23][cH:24][cH:25][cH:26]2)[s:5][cH:6]1. Reactants: C1(CC1)C1=CC(=NN1C1=NC=C(C=N1)N)C(F)(F)F (2-[5-cyclopropyl-3-(trifluoromethyl)-1H-pyrazol-1-yl]pyrimidin-5-amine), C(C)(C)(C)OC(CC(=O)C)=O (t-Butylacetoacetate). The solvent is C=1(C(=CC=CC1)C)C (xylene). Run at temperature 145 celsius. Product: C1(CC1)C1=CC(=NN1C1=NC=C(C=N1)NC(CC(C)=O)=O)C(F)(F)F (N-{2-[5-cyclopropyl-3-(trifluoromethyl)-1H-pyrazol-1-yl]pyrimidin-5-yl}-3-oxobutanamide). The yield is 30.9%. Reaction SMILES: [CH:1]1([C:4]2[N:8]([C:9]3[N:14]=[CH:13][C:12]([NH2:15])=[CH:11][N:10]=3)[N:7]=[C:6]([C:16]([F:19])([F:18])[F:17])[CH:5]=2)[CH2:3][CH2:2]1.C([O:24][C:25](=O)[CH2:26][C:27]([CH3:29])=[O:28])(C)(C)C>C1(C)C(C)=CC=CC=1>[CH:1]1([C:4]2[N:8]([C:9]3[N:14]=[CH:13][C:12]([NH:15][C:25](=[O:24])[CH2:26][C:27](=[O:28])[CH3:29])=[CH:11][N:10]=3)[N:7]=[C:6]([C:16]([F:17])([F:18])[F:19])[CH:5]=2)[CH2:2][CH2:3]1. Reported procedure: Intermediate 38 (1.1 g, 4.08 mmol) and t-Butylacetoacetate (1.29 g, 8.17 mmol) were dissolved in xylene (2.9 ml) and heated to 145° C. for 90 mins Reaction mixture was cooled to rt to obtain a solid. Solid that formed was filtered, washed with petether and dried to obtain N-{2-[5-cyclopropyl-3-(trifluoromethyl)-1H-pyrazol-1-yl]pyrimidin-5-yl}-3-oxobutanamide (445 mg).